From a dataset of the Open Reaction Database (ORD), a public repository of structured organic reaction records. describe an organic reaction: reactants, conditions, products, and yield The reactants are O.NCC1=CC=C(C=C1)NC1=NNC2=NC=NC(=C21)NC2=CC(=CC=C2)Cl (3-(4-aminomethyl-phenylamino)-4-(3-chloro-phenylamino)-1H-pyrazolo[3,4-d]pyrimidine hydrate), Cl.N1(N=CC=C1)C(=N)N (1H-pyrazole-1-carbamidine monohydrochloride), C(C)N(C(C)C)C(C)C (N-ethyldiisopropylamine). Solvent: CN(C)C=O (DMF). Conditions: time 7 hour. Product: Cl.ClC=1C=C(C=CC1)NC1=C2C(=NC=N1)NN=C2NC2=CC=C(C=C2)CNC(=N)N (4-(3-chloro-phenyl-amino)-3-(4-{guanidino-methyl}-phenylamino)-1H-pyrazolo-[3,4-d]pyrimidine hydrochloride). As a reaction SMILES: O.[NH2:2][CH2:3][C:4]1[CH:9]=[CH:8][C:7]([NH:10][C:11]2[C:19]3[C:14](=[N:15][CH:16]=[N:17][C:18]=3[NH:20][C:21]3[CH:26]=[CH:25][CH:24]=[C:23]([Cl:27])[CH:22]=3)[NH:13][N:12]=2)=[CH:6][CH:5]=1.Cl.[N:29]1([C:34](N)=[NH:35])C=CC=N1.C(N(C(C)C)C(C)C)C>CN(C=O)C>[ClH:27].[Cl:27][C:23]1[CH:22]=[C:21]([NH:20][C:18]2[N:17]=[CH:16][N:15]=[C:14]3[NH:13][N:12]=[C:11]([NH:10][C:7]4[CH:8]=[CH:9][C:4]([CH2:3][NH:2][C:34]([NH2:35])=[NH:29])=[CH:5][CH:6]=4)[C:19]=23)[CH:26]=[CH:25][CH:24]=1 |f:0.1,2.3,6.7|. Procedure: A mixture of 500 mg (1.303 mmol) of 3-(4-aminomethyl-phenylamino)-4-(3-chloro-phenylamino)-1H-pyrazolo[3,4-d]pyrimidine hydrate (see Step 77.5), 229 mg (1.562 mmol) of 1H-pyrazole-1-carbamidine monohydrochloride (Fluka), 202 mg (1.563 mmol) of N-ethyldiisopropylamine and 5 ml of DMF is stirred at RT for 7 hours and then concentrated by evaporation under a high vacuum. Crystallization of the residue from methanol, filtration and washing the filter residue with methanol yield 4-(3-chloro-phenyl-am... The product is FC1=C(C(=CC=C1)[Si](CC)(CC)CC)F (1,2-Difluoro-3-triethylsilylbenzene). Run in O (water). As a reaction SMILES: [Li]CC[CH2:4][CH3:5].[F:6][C:7]1[CH:12]=[CH:11][CH:10]=[CH:9][C:8]=1[F:13].O1[CH2:18][CH2:17]CC1.C[Si:20](Cl)([CH3:22])C.[C:24](OC)(C)(C)C>O>[F:6][C:7]1[CH:12]=[CH:11][CH:10]=[C:9]([Si:20]([CH2:4][CH3:5])([CH2:17][CH3:18])[CH2:22][CH3:24])[C:8]=1[F:13]. Conditions: time 1 hour. Starting materials: [Li]CCCC (BuLi), FC1=C(C=CC=C1)F (1,2-difluorobenzene), O1CCCC1 (tetrahydrofuran), C(C)(C)(C)OC (methyl ter-butyl ether), C[Si](C)(C)Cl (trimethylsilyl chloride). Procedure: 625 ml (1 mol) of 1.6 M BuLi are added dropwise at −78° C. to a solution of 114 g (1 ml) of 1,2-difluorobenzene in 11 of dry tetrahydrofuran. After 1 hour, 140 ml (120 g, 1.1 mol) of trimethylsilyl chloride are slowly added dropwise at −78° C. The mixture is allowed to warm to room temperature overnight, and then 200 ml of methyl ter-butyl ether and 200 ml of water are added. The organic phase is washed with water (2×100 ml) and sat. NaCl (1×100 ml) and dried using magnesium sulfate, and the sol... The reactants are CCCCCCCCCCCCCCCCCC(=O)N[C@@H](CO[C@H]1[C@@H]([C@H]([C@@H]([C@H](O1)CO)O[C@H]2[C@@H]([C@H]([C@H]([C@H](O2)CO)O[C@H]3[C@@H]([C@H]([C@H]([C@H](O3)CO)O)O[C@H]4[C@@H]([C@H]([C@H]([C@H](O4)CO)O)O)O)NC(=O)C)O[C@@]5(C[C@@H]([C@H]([C@@H](O5)[C@@H]([C@@H](CO)O)O)NC(=O)C)O)C(=O)O)O)O)O)[C@@H](/C=C/CCCCCCCCCCCCC)O (ganglioside GM1), C(C)(=O)[O-] (acetate). Solvent: O (water). The product is CCCCCCCCCCCCCCCCCC(=O)NC(COC1[C@@H]([C@H]([C@@H]([C@H](O1)CO)O[C@H]2[C@@H]([C@H]([C@H]([C@H](O2)CO)O[C@H]3[C@@H]([C@H]([C@H]([C@H](O3)CO)O)O[C@H]4[C@@H]([C@H]([C@H]([C@H](O4)CO)O)O)O)NC(=O)C)O)O)O)O)C(/C=C/CCCCCCCCCCCCC)O (asialo GM1). RXN SMILES: [CH3:1][CH2:2][CH2:3][CH2:4][CH2:5][CH2:6][CH2:7][CH2:8][CH2:9][CH2:10][CH2:11][CH2:12][CH2:13][CH2:14][CH2:15][CH2:16][CH2:17][C:18]([NH:20][C@H:21]([C@H:91]([OH:107])/[CH:92]=[CH:93]/[CH2:94][CH2:95][CH2:96][CH2:97][CH2:98][CH2:99][CH2:100][CH2:101][CH2:102][CH2:103][CH2:104][CH2:105][CH3:106])[CH2:22][O:23][C@@H:24]1[O:29][C@H:28]([CH2:30][OH:31])[C@@H:27]([O:32][C@@H:33]2[O:38][C@H:37]([CH2:39][OH:40])[C@H:36]([O:41][C@@H:42]3[O:47][C@H:46]([CH2:48][OH:49])[C@H:45]([OH:50])[C@H:44]([O:51][C@@H:52]4[O:57][C@H:56]([CH2:58][OH:59])[C@H:55]([OH:60])[C@H:54]([OH:61])[C@H:53]4[OH:62])[C@H:43]3[NH:63][C:64]([CH3:66])=[O:65])[C@H:35]([O:67][C@@]3(C(O)=O)O[C@@H]([C@H](O)[C@H](O)CO)[C@H](NC(C)=O)[C@@H](O)C3)[C@H:34]2[OH:88])[C@H:26]([OH:89])[C@H:25]1[OH:90])=[O:19].C([O-])(=O)C>O>[CH3:1][CH2:2][CH2:3][CH2:4][CH2:5][CH2:6][CH2:7][CH2:8][CH2:9][CH2:10][CH2:11][CH2:12][CH2:13][CH2:14][CH2:15][CH2:16][CH2:17][C:18]([NH:20][CH:21]([CH:91]([OH:107])/[CH:92]=[CH:93]/[CH2:94][CH2:95][CH2:96][CH2:97][CH2:98][CH2:99][CH2:100][CH2:101][CH2:102][CH2:103][CH2:104][CH2:105][CH3:106])[CH2:22][O:23][CH:24]1[O:29][C@H:28]([CH2:30][OH:31])[C@@H:27]([O:32][C@@H:33]2[O:38][C@H:37]([CH2:39][OH:40])[C@H:36]([O:41][C@@H:42]3[O:47][C@H:46]([CH2:48][OH:49])[C@H:45]([OH:50])[C@H:44]([O:51][C@@H:52]4[O:57][C@H:56]([CH2:58][OH:59])[C@H:55]([OH:60])[C@H:54]([OH:61])[C@H:53]4[OH:62])[C@H:43]3[NH:63][C:64]([CH3:66])=[O:65])[C@H:35]([OH:67])[C@H:34]2[OH:88])[C@H:26]([OH:89])[C@H:25]1[OH:90])=[O:19]. Procedure: A 10 ml quantity of 0.05% ganglioside GM1 solution, 10 ml of 40 mM acetate buffer (pH 5.0) and 10 ml of sterilized water were mixed together, and to the mixture was added 10 ml of aqueous Isozyme L (3 U/ml), followed by reaction at 37° C. for 8 hours. The reaction mixture was subjected to purification in the same manner as in Example 1, giving about 2.6 mg of asialo GM1 as a white powder. The production of asialo GM1 was confirmed in the same manner as in Example 1. Reactants: CCCC[Sn](Cl)(CCCC)CCCC, C1CCOC1, [Li]CCCC, Cc1ccn(C)n1, Cc1ccnn1C, CC(C)[N-]C(C)C, CC(C)NC(C)C, [Li+], O. Yields the product CCCC[Sn](CCCC)(CCCC)c1cc(C)nn1C. RXN SMILES: [CH2:35]([CH2:36][CH2:37][CH3:38])[Sn:39]([CH2:40][CH2:41][CH2:42][CH3:43])([CH2:44][CH2:45][CH2:46][CH3:47])[Cl:48].[CH2:49]1[O:50][CH2:51][CH2:52][CH2:53]1.[CH3:16][CH2:17][CH2:18][CH2:19][Li:20].[CH3:21][n:22]1[n:23][c:24]([CH3:27])[cH:25][cH:26]1.[CH3:28][n:29]1[c:30]([CH3:31])[cH:32][cH:33][n:34]1.[CH3:2][CH:3]([N-:4][CH:5]([CH3:6])[CH3:7])[CH3:8].[CH:9]([NH:10][CH:11]([CH3:12])[CH3:13])([CH3:14])[CH3:15].[Li+:1].[OH2:54]>>[CH3:21][n:22]1[n:23][c:24]([CH3:27])[cH:25][c:26]1[Sn:39]([CH2:35][CH2:36][CH2:37][CH3:38])([CH2:40][CH2:41][CH2:42][CH3:43])[CH2:44][CH2:45][CH2:46][CH3:47]. The reactants are CC(C)(C)OC(=O)NC1C(=O)N(CC2CC2)c2ccccc2OC1c1ccccc1, ClCCl, O=C(O)C(F)(F)F. Product: NC1C(=O)N(CC2CC2)c2ccccc2OC1c1ccccc1. Reaction SMILES: [CH:1]1([CH2:4][N:5]2[C:6](=[O:30])[CH:7]([NH:22][C:23](=[O:24])[O:25][C:26]([CH3:27])([CH3:28])[CH3:29])[CH:8]([c:16]3[cH:17][cH:18][cH:19][cH:20][cH:21]3)[O:9][c:10]3[c:11]2[cH:12][cH:13][cH:14][cH:15]3)[CH2:2][CH2:3]1.[Cl:38][CH2:39][Cl:40].[OH:31][C:32]([C:33]([F:34])([F:35])[F:36])=[O:37]>>[CH:1]1([CH2:4][N:5]2[C:6](=[O:30])[CH:7]([NH2:22])[CH:8]([c:16]3[cH:17][cH:18][cH:19][cH:20][cH:21]3)[O:9][c:10]3[c:11]2[cH:12][cH:13][cH:14][cH:15]3)[CH2:2][CH2:3]1. Procedure: A mixture of 1117 g methyl 1-(2-nitrobenzyl)-pyrrole-2-carboxylate in 1117 mL of tetrahydrofuran, 458 g of potassium carbonate in 840 mL of water and 19 g of 5% palladium on carbon is stirred and heated to a temperature of 60°. The heat is removed and a solution of 1876 g of sodium hypophosphite hydrate in 3725 mL of water is added slowly over a period of one hour. The refluxing is controlled by the rate of the addition. When the addition is complete the mixture is refluxed, with stirring, for 2... Reaction conditions: time 2 hour. The reagents and catalysts are [Pd] (palladium on carbon). Starting materials: [N+](=O)([O-])C1=C(CN2C(=CC=C2)C(=O)OC)C=CC=C1 (methyl 1-(2-nitrobenzyl)-pyrrole-2-carboxylate), C([O-])([O-])=O.[K+].[K+] (potassium carbonate). As a reaction SMILES: [N+:1]([C:4]1[CH:19]=[CH:18][CH:17]=[CH:16][C:5]=1[CH2:6][N:7]1[CH:11]=[CH:10][CH:9]=[C:8]1[C:12]([O:14][CH3:15])=[O:13])([O-])=O.C(=O)([O-])[O-].[K+].[K+]>O1CCCC1.O.[Pd]>[NH2:1][C:4]1[CH:19]=[CH:18][CH:17]=[CH:16][C:5]=1[CH2:6][N:7]1[CH:11]=[CH:10][CH:9]=[C:8]1[C:12]([O:14][CH3:15])=[O:13] |f:1.2.3|. Product: NC1=C(CN2C(=CC=C2)C(=O)OC)C=CC=C1 (methyl 1-(2-aminobenzyl)-pyrrole-2-carboxylate). The solvent is O1CCCC1 (tetrahydrofuran), O (water).